This data is from the Open Reaction Database (ORD), a public repository of structured organic reaction records. The task is: describe an organic reaction: reactants, conditions, products, and yield Starting materials: ClC1=NC=C(C=C1C)CC (2-chloro-5-ethyl-3-methylpyridine), C1(CCCCC1)P(C1=C(C=CC=C1)C=1C(=CC=CC1)N(C)C)C1CCCCC1 (2′-(dicyclohexylphosphino)-N,N-dimethylbiphenyl-2-amine), Cl.FC1=C(C=CC(=C1)S(=O)(=O)C)N[C@@H]1C(N(CCC1)C1CCNCC1)=O ((S)-3-(2-fluoro-4-(methylsulfonyl)phenylamino)-1,4′-bipiperidin-2-one hydrochloride), CN(C)C1=CC=CC=C1C2=CC=CC=C2P(C3CCCCC3)C4CCCCC4 (DavePhos), [OH-].[K+] (KOH), CC(C)(C)[O-].[Na+] (NaOtBu). Reagents/catalysts: CC(=O)[O-].CC(=O)[O-].[Pd+2] (Pd(OAc)2). Run in C1(=CC=CC=C1)C (toluene), CO (MeOH), O (water). Run at time 30 minute. Product: C(C)C=1C=C(C(=NC1)N1CCC(CC1)N1C(C(CCC1)NC1=C(C=C(C=C1)S(=O)(=O)C)F)=O)C (1′-(5-ethyl-3-methylpyridin-2-yl)-3-(2-fluoro-4-(methylsulfonyl)phenylamino)-1,4′-bipiperidin-2-one). Yield: 66.5%. Reaction SMILES: Cl.[F:2][C:3]1[CH:8]=[C:7]([S:9]([CH3:12])(=[O:11])=[O:10])[CH:6]=[CH:5][C:4]=1[NH:13][C@H:14]1[CH2:19][CH2:18][CH2:17][N:16]([CH:20]2[CH2:25][CH2:24][NH:23][CH2:22][CH2:21]2)[C:15]1=[O:26].[OH-].[K+].Cl[C:30]1[C:35]([CH3:36])=[CH:34][C:33]([CH2:37][CH3:38])=[CH:32][N:31]=1.C1(P(C2CCCCC2)C2C=CC=CC=2C2C(N(C)C)=CC=CC=2)CCCCC1.CC([O-])(C)C.[Na+]>CO.O.CC([O-])=O.CC([O-])=O.[Pd+2].C1(C)C=CC=CC=1>[CH2:37]([C:33]1[CH:34]=[C:35]([CH3:36])[C:30]([N:23]2[CH2:22][CH2:21][CH:20]([N:16]3[CH2:17][CH2:18][CH2:19][CH:14]([NH:13][C:4]4[CH:5]=[CH:6][C:7]([S:9]([CH3:12])(=[O:11])=[O:10])=[CH:8][C:3]=4[F:2])[C:15]3=[O:26])[CH2:25][CH2:24]2)=[N:31][CH:32]=1)[CH3:38] |f:0.1,2.3,6.7,10.11.12|. Procedure: To a solution of (S)-3-(2-fluoro-4-(methylsulfonyl)phenylamino)-1,4′-bipiperidin-2-one hydrochloride (prepared according to the method of Example 45) (0.100 g, 0.246 mmol) in 5 mL MeOH was added KOH (0.014 g, 0.246 mmol). The mixture was stirred for 30 minutes at ambient temperature, cooled in an ice bath and filtered through a syringe filter, and the filtrate was concentrated and used directly. To the obtained residue was added 2-chloro-5-ethyl-3-methylpyridine (0.0460 g, 0.296 mmol), toluene (... Reactants: N1CCOCC1 (Morpholine), aminopropyl, C(CCC)N1C(N(C(C=2N(C(=NC12)Cl)CC=C)=O)CCCN1N=C(N=C1)CC1=CC=CC=C1)=O (3-butyl-8-chloro-1-{3-[3-(phenylmethyl)-1H-1,2,4-triazol-1-yl]propyl}-7-(2-propen-1-yl)-3,7-dihydro-1H-purine-2,6-dione), CO (MeOH). The reagents and catalysts are C=1C=CC(=CC1)[P](C=2C=CC=CC2)(C=3C=CC=CC3)[Pd]([P](C=4C=CC=CC4)(C=5C=CC=CC5)C=6C=CC=CC6)([P](C=7C=CC=CC7)(C=8C=CC=CC8)C=9C=CC=CC9)[P](C=1C=CC=CC1)(C=1C=CC=CC1)C=1C=CC=CC1 (Pd(PPh3)4). Solvent: C1CCOC1 (THF). Conditions: time 18 hour. The product is C(CCC)N1C(N(C(C=2NC(=NC12)Cl)=O)CCCN1N=C(N=C1)CC1=CC=CC=C1)=O (3-Butyl-8-chloro-1-{3-[3-(phenylmethyl)-1H-1,2,4-triazol-1-yl]propyl}-3,7-dihydro-1H-purine-2,6-dione). The yield is 61.9%. RXN SMILES: [CH2:1]([N:5]1[C:13]2[N:12]=[C:11]([Cl:14])[N:10](CC=C)[C:9]=2[C:8](=[O:18])[N:7]([CH2:19][CH2:20][CH2:21][N:22]2[CH:26]=[N:25][C:24]([CH2:27][C:28]3[CH:33]=[CH:32][CH:31]=[CH:30][CH:29]=3)=[N:23]2)[C:6]1=[O:34])[CH2:2][CH2:3][CH3:4].N1CCOCC1.CO>C1COCC1.C1C=CC([P]([Pd]([P](C2C=CC=CC=2)(C2C=CC=CC=2)C2C=CC=CC=2)([P](C2C=CC=CC=2)(C2C=CC=CC=2)C2C=CC=CC=2)[P](C2C=CC=CC=2)(C2C=CC=CC=2)C2C=CC=CC=2)(C2C=CC=CC=2)C2C=CC=CC=2)=CC=1>[CH2:1]([N:5]1[C:13]2[N:12]=[C:11]([Cl:14])[NH:10][C:9]=2[C:8](=[O:18])[N:7]([CH2:19][CH2:20][CH2:21][N:22]2[CH:26]=[N:25][C:24]([CH2:27][C:28]3[CH:33]=[CH:32][CH:31]=[CH:30][CH:29]=3)=[N:23]2)[C:6]1=[O:34])[CH2:2][CH2:3][CH3:4] |^1:51,53,72,91|. Procedure: A solution of 3-butyl-8-chloro-1-{3-[3-(phenylmethyl)-1H-1,2,4-triazol-1-yl]propyl}-7-(2-propen-1-yl)-3,7-dihydro-1H-purine-2,6-dione (669 mg, 1.39 mmol) in THF (7 ml) was degassed by applying a vacuum and then nitrogen was introduced. Pd(PPh3)4 (160 mg, 0.14 mmol) was added and the mixture degassed once more. Morpholine (1.2 ml, 13.9 mmol) was added and the mixture was stirred under nitrogen for 18 h, then partitioned between 2M HCl (aq) and EtOAc. The organic layer was separated and the aqueou...